The task is: describe an organic reaction: reactants, conditions, products, and yield. This data is from the Open Reaction Database (ORD), a public repository of structured organic reaction records. The reagents and catalysts are [Pd] (Pd/C). Solvent: CCOC(=O)C (EtOAc), CCOC(=O)C (EtOAc), CO (MeOH), CCOC(=O)C (EtOAc). Reported procedure: A suspension of 30 mg of Pd/C (10% w/w) in a solution of (R)-7-azido-3-isobutyl-1,2,3,4,7,8,9,10-octahydrobenzo[f]isoquinoline (296 mg, 1 mmol) in 30 mL of EtOAc was stirred under H2 atmosphere overnight. The reaction mixture was then directly submitted to flash chomatograph (SiO2, EtOAc to EtOAc/2M NH3 in MeOH=100:15 to 100:25 to 100:35) to give (R)-3-isobutyl-1,2,3,4,7,8,9,10-octahydrobenzo[f]isoquinolin-7-amine as a colorless oil. Run at time 8 hour. As a reaction SMILES: [N:1]([C@H:4]1[C:17]2[CH:16]=[CH:15][C:14]3[CH2:13][N:12]([CH2:18][CH:19]([CH3:21])[CH3:20])[CH2:11][CH2:10][C:9]=3[C:8]=2[CH2:7][CH2:6][CH2:5]1)=[N+]=[N-]>CCOC(C)=O.CO.[Pd]>[CH2:18]([N:12]1[CH2:11][CH2:10][C:9]2[C:8]3[CH2:7][CH2:6][CH2:5][C@@H:4]([NH2:1])[C:17]=3[CH:16]=[CH:15][C:14]=2[CH2:13]1)[CH:19]([CH3:21])[CH3:20]. Yields the product C(C(C)C)N1CC=2C=CC3=C(C2CC1)CCC[C@H]3N ((R)-3-isobutyl-1,2,3,4,7,8,9,10-octahydrobenzo[f]isoquinolin-7-amine). Reactants: N(=[N+]=[N-])[C@@H]1CCCC=2C=3CCN(CC3C=CC21)CC(C)C ((R)-7-azido-3-isobutyl-1,2,3,4,7,8,9,10-octahydrobenzo[f]isoquinoline). Starting materials: C1(=CC=CC=C1)NC(NC1=CC=C(C(=O)N2CCN(CC2)CC=2C=C(C(=O)OC)C=CC2)C=C1)=O (Methyl 3-((4-(4-(3-phenylureido)benzoyl)piperazin-1-yl)methyl)benzoate), O1CCOCC1 (1,4-dioxane), O.[OH-].[Li+] (lithium hydroxide mono-hydrate). Run in O (water). Run at time 60 hour. Yields the product C1(=CC=CC=C1)NC(NC1=CC=C(C(=O)N2CCN(CC2)CC=2C=C(C(=O)O)C=CC2)C=C1)=O (3-((4-(4-(3-Phenylureido)benzoyl)piperazin-1-yl)methyl)benzoic Acid). Yield: 102.5%. Reaction SMILES: [C:1]1([NH:7][C:8](=[O:35])[NH:9][C:10]2[CH:34]=[CH:33][C:13]([C:14]([N:16]3[CH2:21][CH2:20][N:19]([CH2:22][C:23]4[CH:24]=[C:25]([CH:30]=[CH:31][CH:32]=4)[C:26]([O:28]C)=[O:27])[CH2:18][CH2:17]3)=[O:15])=[CH:12][CH:11]=2)[CH:6]=[CH:5][CH:4]=[CH:3][CH:2]=1.O1CCOCC1.O.[OH-].[Li+]>O>[C:1]1([NH:7][C:8](=[O:35])[NH:9][C:10]2[CH:11]=[CH:12][C:13]([C:14]([N:16]3[CH2:21][CH2:20][N:19]([CH2:22][C:23]4[CH:24]=[C:25]([CH:30]=[CH:31][CH:32]=4)[C:26]([OH:28])=[O:27])[CH2:18][CH2:17]3)=[O:15])=[CH:33][CH:34]=2)[CH:6]=[CH:5][CH:4]=[CH:3][CH:2]=1 |f:2.3.4|. Procedure details: Methyl 3-((4-(4-(3-phenylureido)benzoyl)piperazin-1-yl)methyl)benzoate (0.47 g, 1 mmol) was suspended in a mixture of water (5 mL)/1,4-dioxane (15 mL) and treated with lithium hydroxide mono-hydrate (0.168 g, 4 mmol). The mixture was stirred at room temperature for 60 hours and was filtered over fluted paper. The filtrate was concentrated under vacuum and then acidified with 1M hydrochloric acid. The mixture was extracted with ethyl acetate (×4) and the combined organic layers were dried on magn... Starting materials: COC1C(=C=O)C(N2CCCCc3ccccc32)=CC=C1C(=O)O, CN(C)C=O, CCOC(C)=O, Cc1nc2c(N)cccc2n1C(=O)OC(C)(C)C. Yields the product COC1C(=C=O)C(N2CCCCc3ccccc32)=CC=C1C(=O)Nc1cccc2c1nc(C)n2C(=O)OC(C)(C)C. RXN SMILES: [CH3:1][O:2][CH:3]1[C:4]([C:5](=[O:6])[OH:7])=[CH:8][CH:9]=[C:10]([N:14]2[CH2:15][CH2:16][CH2:17][CH2:18][c:19]3[c:20]2[cH:21][cH:22][cH:23][cH:24]3)[C:11]1=[C:12]=[O:13].[CH3:43][N:44]([CH3:45])[CH:46]=[O:47].[CH3:48][CH2:49][O:50][C:51](=[O:52])[CH3:53].[NH2:25][c:26]1[cH:27][cH:28][cH:29][c:30]2[n:31]([C:36](=[O:37])[O:38][C:39]([CH3:40])([CH3:41])[CH3:42])[c:32]([CH3:35])[n:33][c:34]12>>[CH3:1][O:2][CH:3]1[C:4]([C:5](=[O:7])[NH:25][c:26]2[cH:27][cH:28][cH:29][c:30]3[n:31]([C:36](=[O:37])[O:38][C:39]([CH3:40])([CH3:41])[CH3:42])[c:32]([CH3:35])[n:33][c:34]23)=[CH:8][CH:9]=[C:10]([N:14]2[CH2:15][CH2:16][CH2:17][CH2:18][c:19]3[c:20]2[cH:21][cH:22][cH:23][cH:24]3)[C:11]1=[C:12]=[O:13]. The reactants are C(C)(C)N(CC)C(C)C (Diisopropylethylamine), NC1=CC(=NC=N1)OC1=C(C=C(C=C1)NC(=S)NC(CC1=CC=C(C=C1)F)=O)F (1-(4-(6-Aminopyrimidin-4-yloxy)-3-fluorophenyl)-3-(2-(4-fluorophenyl)acetyl)thiourea), NC1=CC(=NC=N1)OC1=C(C=C(C=C1)NC(=S)NC(CC1=CC=C(C=C1)F)=O)F (1-(4-(6-Aminopyrimidin-4-yloxy)-3-fluorophenyl)-3-(2-(4-fluorophenyl)acetyl)thiourea), FC1=C(C(=O)O)C=C(C=C1)C (2-fluoro-5-methyl benzoic acid), CCN=C=NCCCN(C)C (EDCI), C=1C=CC2=C(C1)N=NN2O (HOBT). Solvent: CN(C)C=O (DMF). Run at time 8 hour. The product is NC1=NC=CC(=C1)OC1=C(C=C(C=C1)NC(C1=C(C=CC(=C1)C)F)=O)F (N-(4-(2-Aminopyridin-4-yloxy)-3-fluorophenyl)-2-fluoro-5-methylbenzamide). The yield is 39.4%. Reaction SMILES: [CH:1](N(C(C)C)CC)(C)C.N[C:11]1[N:16]=[CH:15][N:14]=[C:13]([O:17][C:18]2[CH:23]=[CH:22][C:21]([NH:24]C(NC(=O)CC3C=CC(F)=CC=3)=S)=[CH:20][C:19]=2[F:38])[CH:12]=1.[F:39][C:40]1[CH:48]=[CH:47][C:46]([CH3:49])=[CH:45][C:41]=1[C:42]([OH:44])=O.CCN=C=NCCCN(C)C.C1C=CC2N(O)N=NC=2C=1>CN(C=O)C>[NH2:14][C:15]1[CH:1]=[C:13]([O:17][C:18]2[CH:23]=[CH:22][C:21]([NH:24][C:42](=[O:44])[C:41]3[CH:45]=[C:46]([CH3:49])[CH:47]=[CH:48][C:40]=3[F:39])=[CH:20][C:19]=2[F:38])[CH:12]=[CH:11][N:16]=1. Procedure: Diisopropylethylamine (0.035 mL, 0.200 mmol, 2.0 eq) was added to a solution of 4-(4-amino-2-fluorophenoxy)pyridin-2-amine (Compound B of Example 24, 0.022 g, 0.100 mmol, 1.0 eq), 2-fluoro-5-methyl benzoic acid (Aldrich, 0.015 g, 0.100 mmol, 1.0 eq), EDCI (0.021 g, 0.11 mmol, 1.1 eq) and HOBT (0.014 g, 0.100 mmol, 1.0 eq) in DMF (0.700 mL) at room temperature. The reaction mixture was stirred at room temperature for 8 h, quenched with saturated aqueous NaHCO3 solution and extracted with CHCl3 (3...